From a dataset of the Open Reaction Database (ORD), a public repository of structured organic reaction records. describe an organic reaction: reactants, conditions, products, and yield The reactants are OC1=NC(=NC(=C1)C(F)(F)F)N1C(CCC1)C1=CC(=NO1)C1=NC=CC=C1 (4-hydroxy-6-trifluoromethyl-2-[2-{3-(pyrid-2-yl)isoxazol-5-yl}pyrrolidin-1-yl]pyrimidine), NC1=NNC(=C1)C (3-amino-5-methyl-1H-pyrazole). The product is CC1=CC(=NN1)NC1=NC(=NC(=C1)C(F)(F)F)N1C(CCC1)C1=CC(=NO1)C1=NC=CC=C1 (4-(5-Methyl-1H-pyrazol-3-ylamino)-2-{2-[3-(pyrid-2-yl)isoxazol-5-yl]pyrrolidin-1-yl}-6-trifluoromethylpyrimidine). Reaction SMILES: O[C:2]1[CH:7]=[C:6]([C:8]([F:11])([F:10])[F:9])[N:5]=[C:4]([N:12]2[CH2:16][CH2:15][CH2:14][CH:13]2[C:17]2[O:21][N:20]=[C:19]([C:22]3[CH:27]=[CH:26][CH:25]=[CH:24][N:23]=3)[CH:18]=2)[N:3]=1.[NH2:28][C:29]1[CH:33]=[C:32]([CH3:34])[NH:31][N:30]=1>>[CH3:34][C:32]1[NH:31][N:30]=[C:29]([NH:28][C:2]2[CH:7]=[C:6]([C:8]([F:9])([F:11])[F:10])[N:5]=[C:4]([N:12]3[CH2:16][CH2:15][CH2:14][CH:13]3[C:17]3[O:21][N:20]=[C:19]([C:22]4[CH:27]=[CH:26][CH:25]=[CH:24][N:23]=4)[CH:18]=3)[N:3]=2)[CH:33]=1. Procedure: Starting materials: 4-hydroxy-6-trifluoromethyl-2-[2-{3-(pyrid-2-yl)isoxazol-5-yl}pyrrolidin-1-yl]pyrimidine (Method 37) and 3-amino-5-methyl-1H-pyrazole. The reactants are CCOC(=O)CC(=O)OCC, C1CCNCC1, COc1cc2c(cc1C=O)OCO2, CC(=O)O, c1ccccc1. Product: COc1ccc2c(c1)OCO2. Reaction SMILES: [C:14]([O:15][CH2:16][CH3:17])(=[O:18])[CH2:19][C:20]([O:21][CH2:22][CH3:23])=[O:24].[CH2:25]1[CH2:26][CH2:27][NH:28][CH2:29][CH2:30]1.[CH3:1][O:2][c:3]1[c:4]([CH:5]=[O:6])[cH:7][c:8]2[c:9]([cH:10]1)[O:11][CH2:12][O:13]2.[CH3:31][C:32](=[O:33])[OH:34].[cH:35]1[cH:36][cH:37][cH:38][cH:39][cH:40]1>>[CH3:1][O:2][c:3]1[cH:4][cH:7][c:8]2[c:9]([cH:10]1)[O:11][CH2:12][O:13]2. Reactants: CC(=O)N1CCCC1c1cc2[nH]c(-c3ccccn3)nc2cc1Oc1ccc(Cl)nc1, O=C([O-])O, O=C([O-])[O-], CN(C)C=O, [K+], [K+], [Na+], OCCS. Yields the product CC(=O)N1CCCC1c1cc2[nH]c(-c3ccccn3)nc2cc1Oc1ccc(SCCO)nc1. RXN SMILES: [C:16]([CH3:17])(=[O:18])[N:19]1[CH:20]([c:24]2[c:25]([O:39][c:40]3[cH:41][n:42][c:43]([Cl:46])[cH:44][cH:45]3)[cH:26][c:27]3[c:28]([nH:29][c:30](-[c:32]4[n:33][cH:34][cH:35][cH:36][cH:37]4)[n:31]3)[cH:38]2)[CH2:21][CH2:22][CH2:23]1.[C:47](=[O:48])([OH:49])[O-:50].[C:5](=[O:6])([O-:7])[O-:8].[CH3:11][N:12]([CH3:13])[CH:14]=[O:15].[K+:10].[K+:9].[Na+:51].[SH:1][CH2:2][CH2:3][OH:4]>>[S:1]([CH2:2][CH2:3][OH:4])[c:43]1[n:42][cH:41][c:40]([O:39][c:25]2[c:24]([CH:20]3[N:19]([C:16]([CH3:17])=[O:18])[CH2:23][CH2:22][CH2:21]3)[cH:38][c:28]3[c:27]([cH:26]2)[n:31][c:30](-[c:32]2[n:33][cH:34][cH:35][cH:36][cH:37]2)[nH:29]3)[cH:45][cH:44]1. Reactants: FC=1C=C(C=CC1I)NC(OCC(C)C)=O (isobutyl 3-fluoro-4-iodophenylcarbamate), C[Si]([N-][Si](C)(C)C)(C)C.[Li+] (lithium hexamethyldisilazide), C(CCC)(=O)OC[C@H]1CO1 ((R)-glycidyl butyrate). The solvent is O1CCCC1 (tetrahydrofuran). Conditions: temperature -78 celsius, time 45 minute. The product is FC=1C=C(C=CC1I)N1C(O[C@H](C1)CO)=O ((5R)-(−)-3-[3-fluoro-4-iodophenyl]-5-hydroxymethyl-2-oxazolidinone). As a reaction SMILES: [F:1][C:2]1[CH:3]=[C:4]([NH:9][C:10](=O)OCC(C)C)[CH:5]=[CH:6][C:7]=1[I:8].C[Si](C)(C)[N-][Si](C)(C)C.[Li+].[C:27]([O:32][CH2:33][C@@H:34]1[O:36]C1)(=[O:31])CCC>O1CCCC1>[F:1][C:2]1[CH:3]=[C:4]([N:9]2[CH2:10][C@H:33]([CH2:34][OH:36])[O:32][C:27]2=[O:31])[CH:5]=[CH:6][C:7]=1[I:8] |f:1.2|. Reported procedure: A solution of isobutyl 3-fluoro-4-iodophenylcarbamate (Org. Process Res. Dev. 2001, 5(1), 80–83, 5.00 g, 14.83 mmol) in dry tetrahydrofuran (59 mL) at −78° C. under nitrogen is treated with lithium hexamethyldisilazide (1.0M in tetrahydrofuran, 15.6 mL, 15.57 mmol) dropwise and stirred at −78° C. for 45 minutes. Then, (R)-glycidyl butyrate (2.21 mL, 15.57 mmol) is added dropwise, and the resulting mixture is stirred at −78° C. for 1 h and at ambient temperature for 2.75 days. The reaction mixtur... Reactants: CCCCOCCOc1ccc(-c2ccc3c(c2)C=C(C(=O)Nc2ccc(SCc4cccnc4)cc2)CCN3CCC)cc1, ClCCl, O=C(OO)c1cccc(Cl)c1, [Na+], [Na+], O=S([O-])([O-])=S. Yields the product CCCCOCCOc1ccc(-c2ccc3c(c2)C=C(C(=O)Nc2ccc(S(=O)Cc4cccnc4)cc2)CCN3CCC)cc1. RXN SMILES: [CH2:1]([CH2:2][CH2:3][CH3:4])[O:5][CH2:6][CH2:7][O:8][c:9]1[cH:10][cH:11][c:12](-[c:15]2[cH:16][cH:17][c:18]3[c:19]([cH:45]2)[CH:20]=[C:21]([C:28](=[O:29])[NH:30][c:31]2[cH:32][cH:33][c:34]([S:37][CH2:38][c:39]4[cH:40][n:41][cH:42][cH:43][cH:44]4)[cH:35][cH:36]2)[CH2:22][CH2:23][N:24]3[CH2:25][CH2:26][CH3:27])[cH:13][cH:14]1.[CH2:64]([Cl:65])[Cl:66].[Cl:46][c:47]1[cH:48][cH:49][cH:50][c:51]([C:52]([O:53][OH:55])=[O:54])[cH:56]1.[Na+:62].[Na+:63].[S:57]([O-:58])([O-:59])(=[O:60])=[S:61]>>[CH2:1]([CH2:2][CH2:3][CH3:4])[O:5][CH2:6][CH2:7][O:8][c:9]1[cH:10][cH:11][c:12](-[c:15]2[cH:16][cH:17][c:18]3[c:19]([cH:45]2)[CH:20]=[C:21]([C:28](=[O:29])[NH:30][c:31]2[cH:32][cH:33][c:34]([S:37]([CH2:38][c:39]4[cH:40][n:41][cH:42][cH:43][cH:44]4)=[O:54])[cH:35][cH:36]2)[CH2:22][CH2:23][N:24]3[CH2:25][CH2:26][CH3:27])[cH:13][cH:14]1. The reactants are C(C)(C)[Mg]Cl (iso-propylmagnesium chloride), C(C)(C)(C)[Si](OC[C@@H](C(=O)OC)C)(C1=CC=CC=C1)C1=CC=CC=C1 ((2S)-3-(tert-butyl-diphenyl-silanyloxy)-2-methyl-propionic acid, methyl ester), Cl.CONC (O,N-dimethylhydroxylamine hydrochloride). Solvent: O1CCCC1 (tetrahydrofuran). Yields the product CC(C)(C)[Si](OC[C@@H](C(=O)N(C)OC)C)(C1=CC=CC=C1)C1=CC=CC=C1 ((2S)-3-[[(1,1-Dimethylethyl)diphenylsilyl]oxy]-N-methoxy-N,2-dimethyl-propanamide). Yield: 99.9%. RXN SMILES: C([Mg]Cl)(C)C.[C:6]([Si:10]([C:25]1[CH:30]=[CH:29][CH:28]=[CH:27][CH:26]=1)([C:19]1[CH:24]=[CH:23][CH:22]=[CH:21][CH:20]=1)[O:11][CH2:12][C@H:13]([CH3:18])[C:14](OC)=[O:15])([CH3:9])([CH3:8])[CH3:7].Cl.[CH3:32][O:33][NH:34][CH3:35]>O1CCCC1>[CH3:8][C:6]([Si:10]([C:19]1[CH:24]=[CH:23][CH:22]=[CH:21][CH:20]=1)([C:25]1[CH:30]=[CH:29][CH:28]=[CH:27][CH:26]=1)[O:11][CH2:12][C@H:13]([CH3:18])[C:14]([N:34]([O:33][CH3:32])[CH3:35])=[O:15])([CH3:7])[CH3:9] |f:2.3|. Procedure: A solution of iso-propylmagnesium chloride (2M in tetrahydrofuran, 28 mL) was added dropwise to a stirred mixture of (2S)-3-(tert-butyl-diphenyl-silanyloxy)-2-methyl-propionic acid, methyl ester (Eur. J. Org. Chem. 2006, 3645, 7.5 g), O,N-dimethylhydroxylamine hydrochloride (2.55 g) and tetrahydrofuran (65 mL) at 0° C. After completion the mixture was quenched with sat. aqueous NH4Cl and extracted into ethyl acetate. The organic phase was dried (Na2SO4), filtered and concentrated in vacuo to giv...